From a dataset of the Open Reaction Database (ORD), a public repository of structured organic reaction records. describe an organic reaction: reactants, conditions, products, and yield Reactants: CC(=O)O[BH-](OC(C)=O)OC(C)=O, CC1(C)C=C(c2ccccc2N2CCNCC2)CC1(C)C, CC(=O)O, CCOC(C)=O, CC(C)C=O, [Na+], [Na+], C1CCOC1, O=C([O-])O. The product is CC(C)CN1CCN(c2ccccc2C2=CC(C)(C)C(C)(C)C2)CC1. Reaction SMILES: [C:27]([O:28][BH-:29]([O:30][C:31](=[O:32])[CH3:33])[O:34][C:35](=[O:36])[CH3:37])(=[O:38])[CH3:39].[CH3:1][C:2]1([CH3:21])[CH:3]=[C:4]([c:9]2[c:10]([N:15]3[CH2:16][CH2:17][NH:18][CH2:19][CH2:20]3)[cH:11][cH:12][cH:13][cH:14]2)[CH2:5][C:6]1([CH3:7])[CH3:8].[CH3:41][C:42](=[O:43])[OH:44].[CH3:55][CH2:56][O:57][C:58](=[O:59])[CH3:60].[CH:22]([CH:23]([CH3:24])[CH3:25])=[O:26].[Na+:40].[Na+:45].[O:50]1[CH2:51][CH2:52][CH2:53][CH2:54]1.[OH:46][C:47](=[O:48])[O-:49]>>[CH3:1][C:2]1([CH3:21])[CH:3]=[C:4]([c:9]2[c:10]([N:15]3[CH2:16][CH2:17][N:18]([CH2:22][CH:23]([CH3:24])[CH3:25])[CH2:19][CH2:20]3)[cH:11][cH:12][cH:13][cH:14]2)[CH2:5][C:6]1([CH3:7])[CH3:8]. Starting materials: COC1OC(CC1C=O)OC (2,5-Dimethoxytetrahydrofuran-3-carbaldehyde), Cl.COC1=CC=C(C=C1)N (p-anisidine hydrochloride). Solvent: O (water). Reaction conditions: temperature 60 celsius, time 3 hour. The product is COC1=CC=C(C=C1)N1C=C(C=C1)C=O (1-(4-methoxyphenyl)pyrrole-3-carb aldehyde). As a reaction SMILES: CO[CH:3]1[CH:7]([CH:8]=[O:9])[CH2:6][CH:5](OC)O1.Cl.[CH3:13][O:14][C:15]1[CH:20]=[CH:19][C:18]([NH2:21])=[CH:17][CH:16]=1>O>[CH3:13][O:14][C:15]1[CH:20]=[CH:19][C:18]([N:21]2[CH:5]=[CH:6][C:7]([CH:8]=[O:9])=[CH:3]2)=[CH:17][CH:16]=1 |f:1.2|. Procedure: 2,5-Dimethoxytetrahydrofuran-3-carbaldehyde (7.31 g) and p-anisidine hydrochloride (7.28 g) were added to water (100 ml) and stirred at 60° C. for three hours. The precipitated yellow solid were filtered at the same temperature, washed with water (50 ml), saturated aqueous solution of sodium bicarbonate (50 ml), and further water (50 ml) to give 1-(4-methoxyphenyl)pyrrole-3-carb aldehyde. Reactants: CC(C)N, CC[O-], CCO, CC(=O)O, CCOC1=Nc2ccc(Cl)cc2S(=O)(=O)N1C, [Na+], [Na]. Product: CC(C)NC1=Nc2ccc(Cl)cc2S(=O)(=O)N1C. As a reaction SMILES: [CH3:18][CH:19]([CH3:20])[NH2:21].[CH3:23][CH2:24][O-:25].[CH3:27][CH2:28][OH:29].[CH3:30][C:31](=[O:32])[OH:33].[Cl:1][c:2]1[cH:3][c:4]2[c:5]([cH:16][cH:17]1)[N:6]=[C:7]([O:13][CH2:14][CH3:15])[N:8]([CH3:12])[S:9]2(=[O:10])=[O:11].[Na+:22].[Na:26]>>[Cl:1][c:2]1[cH:3][c:4]2[c:5]([cH:16][cH:17]1)[N:6]=[C:7]([NH:21][CH:19]([CH3:18])[CH3:20])[N:8]([CH3:12])[S:9]2(=[O:10])=[O:11]. Starting materials: C12CNCCC2CN1C1=NC2=CC=CC=C2N=C1 (2-(3,8-diaza-bicyclo[4.2.0]oct-8-yl)-quinoxaline), COC1=C(C(=O)Cl)C(=CC=C1)OC (2,6-dimethoxy benzoyl chloride), C=1(C(=CC=CC1)C(=O)Cl)C1=CC=CC=C1 (biphenyl-2-carbonyl chloride), C12CNCCC2CN1C1=NC2=CC=CC=C2N=C1 (2-(3,8-diaza-bicyclo[4.2.0]oct-8-yl)-quinoxaline), [C@@H]12CNCC[C@H]2CN1C1=NC2=CC=CC=C2N=C1 ((1R,6S)-2-(3,8-diaza-bicyclo[4.2.0]oct-8-yl)-quinoxaline). Product: COC1=C(C(=CC=C1)OC)C(=O)N1CC2N(CC2CC1)C1=NC2=CC=CC=C2N=C1 ((2,6-Dimethoxy-phenyl)-(8-quinoxalin-2-yl-3,8-diaza-bicyclo[4.2.0]oct-3-yl)-methanone). Reaction SMILES: [CH:1]12[N:8]([C:9]3[CH:18]=[N:17][C:16]4[C:11](=[CH:12][CH:13]=[CH:14][CH:15]=4)[N:10]=3)[CH2:7][CH:6]1[CH2:5][CH2:4][NH:3][CH2:2]2.[C@@H]12N(C3C=NC4C(=CC=CC=4)N=3)C[C@@H]1CCNC2.[CH3:37][O:38][C:39]1[CH:47]=[CH:46][CH:45]=[C:44]([O:48][CH3:49])[C:40]=1[C:41](Cl)=[O:42].C1(C2C=CC=CC=2)C(C(Cl)=O)=CC=CC=1>>[CH3:49][O:48][C:44]1[CH:45]=[CH:46][CH:47]=[C:39]([O:38][CH3:37])[C:40]=1[C:41]([N:3]1[CH2:4][CH2:5][CH:6]2[CH:1]([N:8]([C:9]3[CH:18]=[N:17][C:16]4[C:11](=[CH:12][CH:13]=[CH:14][CH:15]=4)[N:10]=3)[CH2:7]2)[CH2:2]1)=[O:42]. Reported procedure: The title compound was prepared in a manner analogous to Example 5, substituting the trifluoro acetic acid salt of 2-(3,8-diaza-bicyclo[4.2.0]oct-8-yl)-quinoxaline (Intermediate 2) for (1R,6S)-2-(3,8-diaza-bicyclo[4.2.0]oct-8-yl)-quinoxaline and 2,6-dimethoxy benzoyl chloride for biphenyl-2-carbonyl chloride. MS (ESI) mass calcd. for C23H24N4O3, 404.46; m/z found, 405.3 [M+H]+. 1H NMR (400 MHz, CDCl3): 8.25 (s, 0.25H), 7.98 (s, 0.75H), 7.90-7.80 (m, 1H), 7.60-7.47 (m, 1H), 7.44-7.30 (m, 2H), 7.2... Starting materials: C(C=C)(=O)NCCN(C1=CC=CC(=N1)NC(OC(C)(C)C)=O)C (tert-butyl 6-((2-acrylamidoethyl)(methyl)amino)pyridin-2-ylcarbamate), C(=O)(C(F)(F)F)O (TFA). The solvent is C(Cl)Cl (DCM). Conditions: time 8 hour. The product is NC1=CC=CC(=N1)N(CCNC(C=C)=O)C (N-(2-((6-aminopyridin-2-yl)(methyl)amino)ethyl)acrylamide). The yield is 40.0%. RXN SMILES: [C:1]([NH:5][CH2:6][CH2:7][N:8]([CH3:23])[C:9]1[N:14]=[C:13]([NH:15]C(=O)OC(C)(C)C)[CH:12]=[CH:11][CH:10]=1)(=[O:4])[CH:2]=[CH2:3].C(O)(C(F)(F)F)=O>C(Cl)Cl>[NH2:15][C:13]1[N:14]=[C:9]([N:8]([CH3:23])[CH2:7][CH2:6][NH:5][C:1](=[O:4])[CH:2]=[CH2:3])[CH:10]=[CH:11][CH:12]=1. Reported procedure: A mixture of 110d (2.0 g, 6.25 mmol) and TFA (2.0 mL) in DCM (10.0 mL) was stirred at rt overnight. The mixture was concentrated and diluted with EA (30 mL), neutralized with 1M NaOH. The organic layer was separated, dried over Na2SO4, filtered and concentrated. The residue was purified by prep-TLC (PE/EA=1/1) to give N-(2-((6-aminopyridin-2-yl)(methyl)amino)ethyl)acrylamide 110e (550 mg, 40%) as yellow oil. ESI-LCMS: m/z=221.2 Starting materials: CC(=O)O, CSc1ccc(N)cc1, ClC(Cl)Cl, Cl, O, OO. Yields the product CS(=O)(=O)c1ccc(N)cc1. RXN SMILES: [CH3:1][C:2]([OH:3])=[O:4].[CH3:5][S:6][c:7]1[cH:8][cH:9][c:10]([NH2:11])[cH:12][cH:13]1.[Cl:18][CH:19]([Cl:20])[Cl:21].[ClH:16].[OH2:17].[OH:14][OH:15]>>[O:3]=[S:6]([CH3:5])([c:7]1[cH:8][cH:9][c:10]([NH2:11])[cH:12][cH:13]1)=[O:17]. Starting materials: [C-]#N.[Na+] (NaCN), BrC1(CCCCC1)C=1OC2=C(C(C1)=O)C=CC=C2CBr (2-(1-Bromocyclohexyl)-8-bromomethyl-4-oxo-4H-[1]-benzopyran), O (Water). Solvent: CN(C=O)C (dimethylformamide). Reaction conditions: temperature 10 celsius. The product is BrC1(CCCCC1)C=1OC2=C(C(C1)=O)C=CC=C2CC#N (2-(1-Bromocyclohexyl]-8-cyanomethyl-4-oxo-4H-[1]-benzopyran). Isolated yield 42.1%. Reaction SMILES: [Br:1][C:2]1([C:8]2[O:9][C:10]3[C:18]([CH2:19]Br)=[CH:17][CH:16]=[CH:15][C:11]=3[C:12](=[O:14])[CH:13]=2)[CH2:7][CH2:6][CH2:5][CH2:4][CH2:3]1.[C-:21]#[N:22].[Na+].O>CN(C)C=O>[Br:1][C:2]1([C:8]2[O:9][C:10]3[C:18]([CH2:19][C:21]#[N:22])=[CH:17][CH:16]=[CH:15][C:11]=3[C:12](=[O:14])[CH:13]=2)[CH2:7][CH2:6][CH2:5][CH2:4][CH2:3]1 |f:1.2|. Reported procedure: 2-(1-Bromocyclohexyl)-8-bromomethyl-4-oxo-4H-[1]-benzopyran (11.2 g, 0.028 mole) was dissolved in dimethylformamide (200 ml) and to the solution was added NaCN (1.5 g, 0.0305 mole) with stirring at 10° C. The mixture was stirred for 30 minutes. Water was added to the reaction mixture and crystals precipitated were filtered off. The crude crystals were purified by silica gel chromatography (eluent: chloroform-hexane (10:1)) to obtain the title compound (4.08 g), yield 44.7 %. The product was recr... Starting materials: CCO, C=Cc1c(C#N)cnc2ccc(OC)nc12, O=C(NCC1CNCC1O)C(F)(F)F. Yields the product COc1ccc2ncc(C#N)c(CCN3CC(O)C(CNC(=O)C(F)(F)F)C3)c2n1. RXN SMILES: [CH3:31][CH2:32][OH:33].[CH:15](=[CH2:16])[c:17]1[c:18]([C:29]#[N:30])[cH:19][n:20][c:21]2[cH:22][cH:23][c:24]([O:27][CH3:28])[n:25][c:26]12.[F:1][C:2]([C:3](=[O:4])[NH:5][CH2:6][CH:7]1[CH2:8][NH:9][CH2:10][CH:11]1[OH:12])([F:13])[F:14]>>[F:1][C:2]([C:3](=[O:4])[NH:5][CH2:6][CH:7]1[CH2:8][N:9]([CH2:16][CH2:15][c:17]2[c:18]([C:29]#[N:30])[cH:19][n:20][c:21]3[cH:22][cH:23][c:24]([O:27][CH3:28])[n:25][c:26]23)[CH2:10][CH:11]1[OH:12])([F:13])[F:14].